From a dataset of the Open Reaction Database (ORD), a public repository of structured organic reaction records. describe an organic reaction: reactants, conditions, products, and yield Starting materials: O1C(CCCC1)OCC#CC\C=C\CCC (1-(2-tetrahydropyranyloxy)-trans-5-nonen-2-yne), C(C(=O)O)(=O)O (oxalic acid). Solvent: CO (methanol). Yields the product C(C#CC\C=C\CCC)O (trans-5-nonen-2-yne-1-ol). The yield is 96.8%. RXN SMILES: O1CCCCC1[O:7][CH2:8][C:9]#[C:10][CH2:11]/[CH:12]=[CH:13]/[CH2:14][CH2:15][CH3:16].C(O)(=O)C(O)=O>CO>[CH2:8]([OH:7])[C:9]#[C:10][CH2:11]/[CH:12]=[CH:13]/[CH2:14][CH2:15][CH3:16]. Procedure details: To a solution of 1-(2-tetrahydropyranyloxy)-trans-5-nonen-2-yne (61.5 g) in methanol (250 ml) was added 4% oxalic acid (250 ml). The reaction mixture was refluxed for 2 hours and concentrated under reduced pressure to give a residue, which was extracted with ether, washed with water, dried over magnesium sulfate and concentrated under reduced pressure to give a yellowish oily residue. The oily residue was distilled under reduced pressure to give colorless oily trans-5-nonen-2-yne-1-ol (37 g). The reactants are [Li]CCCC, CCCCCC, CC(C)(C)C(=O)Nc1cccnc1, Cl, CN(C)C=O, C1CCOC1. Yields the product CC(C)(C)C(=O)Nc1cnccc1C=O. As a reaction SMILES: [CH2:20]([Li:21])[CH2:22][CH2:23][CH3:24].[CH3:14][CH2:15][CH2:16][CH2:17][CH2:18][CH3:19].[CH3:1][C:2]([C:3](=[O:4])[NH:5][c:6]1[cH:7][n:8][cH:9][cH:10][cH:11]1)([CH3:12])[CH3:13].[ClH:30].[O:25]=[CH:26][N:27]([CH3:28])[CH3:29].[O:31]1[CH2:32][CH2:33][CH2:34][CH2:35]1>>[CH3:1][C:2]([C:3](=[O:4])[NH:5][c:6]1[cH:7][n:8][cH:9][cH:10][c:11]1[CH:26]=[O:25])([CH3:12])[CH3:13]. Procedure: Dimethyl 2-(4,4,5,5-tetramethyl-1,3,2-dioxaborolan-2-yl)terephthalate (CVI) (2.60 g, 8.12 mmol) was dissolved in DCM (25 mL), flushed with argon and cooled to −10° C. A 1 M solution of diisobutylaluminum hydride in DCM (48.73 mL, 48.73 mmol) was then added dropwise and the reaction was stirred at 0° C. for 2 h. 1 N aqueous HCl (50 mL) was carefully added and stirred for 5 minutes. The reaction was extracted with DCM and the combined extracts were washed with brine, dried over anhydrous MgSO4 and... Yields the product CC1(OB(OC1(C)C)C1=C(C=CC(=C1)CO)CO)C ((2-(4,4,5,5-tetramethyl-1,3,2-dioxaborolan-2-yl)-1,4-phenylene)dimethanol). RXN SMILES: [CH3:1][C:2]1([CH3:23])[C:6]([CH3:8])([CH3:7])[O:5][B:4]([C:9]2[CH:18]=[C:17]([C:19](OC)=[O:20])[CH:16]=[CH:15][C:10]=2[C:11](OC)=[O:12])[O:3]1.[H-].C([Al+]CC(C)C)C(C)C.Cl>C(Cl)Cl>[CH3:7][C:6]1([CH3:8])[C:2]([CH3:1])([CH3:23])[O:3][B:4]([C:9]2[CH:18]=[C:17]([CH2:19][OH:20])[CH:16]=[CH:15][C:10]=2[CH2:11][OH:12])[O:5]1 |f:1.2|. Reaction conditions: temperature -10 celsius, time 2 hour. Starting materials: Cl (HCl), CC1(OB(OC1(C)C)C1=C(C(=O)OC)C=CC(=C1)C(=O)OC)C (Dimethyl 2-(4,4,5,5-tetramethyl-1,3,2-dioxaborolan-2-yl)terephthalate), solution, [H-].C(C(C)C)[Al+]CC(C)C (diisobutylaluminum hydride). Isolated yield 93.2%. The solvent is C(Cl)Cl (DCM), C(Cl)Cl (DCM). Starting materials: N[C@H](C(=O)O)CC1=CC=C(C=C1)OCCC=1N=C(OC1C)C1=CC=C(C=C1)OC(C)C ((2S)-2-amino-3-(4-{2-[2-(4-isopropoxyphenyl)-5-methyl-1,3-oxazol-4-yl]ethoxy}phenyl)propanoic acid), FC1=CC=C(C=C1)C(CC(CC)=O)=O ((4-Fluorophenyl)-1,3-pentanedione). The product is C(C)/C(=C/C(=O)C1=CC=C(C=C1)F)/N[C@H](C(=O)O)CC1=CC=C(C=C1)OCCC=1N=C(OC1C)C1=CC=C(C=C1)OC(C)C ((2S)-2-{[(Z)-1-ethyl-3-(4-fluorophenyl)-3-oxo-1-propenyl]amino}-3-(4-{2-[2-(4-isopropoxyphenyl)-5-methyl-1,3-oxazol-4-yl]ethoxy}phenyl)propanoic acid), Example 15. RXN SMILES: [NH2:1][C@@H:2]([CH2:6][C:7]1[CH:12]=[CH:11][C:10]([O:13][CH2:14][CH2:15][C:16]2[N:17]=[C:18]([C:22]3[CH:27]=[CH:26][C:25]([O:28][CH:29]([CH3:31])[CH3:30])=[CH:24][CH:23]=3)[O:19][C:20]=2[CH3:21])=[CH:9][CH:8]=1)[C:3]([OH:5])=[O:4].[F:32][C:33]1[CH:38]=[CH:37][C:36]([C:39](=[O:45])[CH2:40][C:41](=O)[CH2:42][CH3:43])=[CH:35][CH:34]=1>>[CH2:42](/[C:41](/[NH:1][C@@H:2]([CH2:6][C:7]1[CH:8]=[CH:9][C:10]([O:13][CH2:14][CH2:15][C:16]2[N:17]=[C:18]([C:22]3[CH:23]=[CH:24][C:25]([O:28][CH:29]([CH3:31])[CH3:30])=[CH:26][CH:27]=3)[O:19][C:20]=2[CH3:21])=[CH:11][CH:12]=1)[C:3]([OH:5])=[O:4])=[CH:40]/[C:39]([C:36]1[CH:35]=[CH:34][C:33]([F:32])=[CH:38][CH:37]=1)=[O:45])[CH3:43]. Procedure: The title compound was prepared (as described above for the preparation of Example 2) from 75 mg (0.177 mmol) of Intermediate 51 and 39 mg (0.194 mmol) of Intermediate 32 to yield 70 mg of Example 15: TLC (DCM/MeOH (4:1): Rf=0.55; 1H NMR (DMSO-d6, 300 MHz) δ11.53 (d, 1H, J=9.6), 7.89 (dd, 2H, J=8.8, 5.7), 7.85 (d, 2H, J=8.8), 7.26 (t, 2H, J=8.8), 7.18 (d, 2H, J=8.5), 7.05 (d, 2H, J=8.8), 6.86 (d, 2H, J=8.5), 5.60 (s, 1H), 4.73 (hept, 1H, J=6.0), 4.19 (t, 2H, J=6.7), 4.13 (br s, 1H), 3.19 (m, 1H)...